describe an organic reaction: reactants, conditions, products, and yield From a dataset of the Open Reaction Database (ORD), a public repository of structured organic reaction records. Reactants: ClCCC(=O)NC1=C(C=CC(=C1)S(N(C1=CC=CC=C1)C)(=O)=O)NC (3-Chloro-N-(5-(N-methyl-N-phenylsulfamoyl)-2-(methylamino)phenyl)propanamide), NC1=CC=[NH+]C=C1 (4-aminopyridinium). Run in CC(=O)C (acetone). Product: [Cl-].NC1=CC=[N+](C=C1)CCC(=O)NC1=C(C=CC(=C1)S(N(C1=CC=CC=C1)C)(=O)=O)NC (4-amino-1-(3-(5-(N-methyl-N-phenylsulfamoyl)-2-(methylamino)phenylamino)-3-oxopropyl)pyridinium chloride). As a reaction SMILES: [Cl:1][CH2:2][CH2:3][C:4]([NH:6][C:7]1[CH:12]=[C:11]([S:13](=[O:23])(=[O:22])[N:14]([CH3:21])[C:15]2[CH:20]=[CH:19][CH:18]=[CH:17][CH:16]=2)[CH:10]=[CH:9][C:8]=1[NH:24][CH3:25])=[O:5].[NH2:26][C:27]1[CH:32]=[CH:31][NH+:30]=[CH:29][CH:28]=1>CC(C)=O>[Cl-:1].[NH2:26][C:27]1[CH:32]=[CH:31][N+:30]([CH2:2][CH2:3][C:4]([NH:6][C:7]2[CH:12]=[C:11]([S:13](=[O:23])(=[O:22])[N:14]([CH3:21])[C:15]3[CH:20]=[CH:19][CH:18]=[CH:17][CH:16]=3)[CH:10]=[CH:9][C:8]=2[NH:24][CH3:25])=[O:5])=[CH:29][CH:28]=1 |f:3.4|. Reported procedure: 3-Chloro-N-(5-(N-methyl-N-phenylsulfamoyl)-2-(methylamino)phenyl)propanamide (1 g, 0.0026 mol) and 4-aminopyridinium (0.73 g, 0.0078 mol) were boiled in anhydrous acetone (50 ml) for 50 h. The residue was filtered and subjected to crystallization from a 10:1 mixture of acetonitrile with ethanol. Reactants: ICC=CCOCC1=CC=CC=C1 ((4-Iodo-but-2-enyloxymethyl)-benzene), C[Si](C)(C)[N-][Si](C)(C)C.[Li+] (lithium bis(trimethylsilyl)amide), FC1=CC=C(C=C1)[C@H]1CCC(O1)=O ((R)-5-(4-fluorophenyl)dihydrofuran-2(3H)-one), [NH4+].[Cl-] (NH4Cl). The solvent is C1CCOC1 (THF), C1CCOC1 (THF), C1CCOC1 (THF). Run at temperature -70 celsius, time 1 hour. Product: C(C1=CC=CC=C1)OCC=CC[C@@H]1C(O[C@H](C1)C1=CC=C(C=C1)F)=O ((3S,5R)-3-(4-(benzyloxy)but-2-enyl)-5-(4-fluorophenyl)dihydrofuran-2(3H)-one). Yield: 63.9%. As a reaction SMILES: C[Si]([N-][Si](C)(C)C)(C)C.[Li+].[F:11][C:12]1[CH:17]=[CH:16][C:15]([C@@H:18]2[O:22][C:21](=[O:23])[CH2:20][CH2:19]2)=[CH:14][CH:13]=1.I[CH2:25][CH:26]=[CH:27][CH2:28][O:29][CH2:30][C:31]1[CH:36]=[CH:35][CH:34]=[CH:33][CH:32]=1.[NH4+].[Cl-]>C1COCC1>[CH2:30]([O:29][CH2:28][CH:27]=[CH:26][CH2:25][C@H:20]1[CH2:19][C@H:18]([C:15]2[CH:14]=[CH:13][C:12]([F:11])=[CH:17][CH:16]=2)[O:22][C:21]1=[O:23])[C:31]1[CH:36]=[CH:35][CH:34]=[CH:33][CH:32]=1 |f:0.1,4.5|. Procedure: To a solution of lithium bis(trimethylsilyl)amide (4.6 mL, 4.6 mmol, 1M in THF) in anhydrous 40 mL THF at −70° C. was slowly added over 15 minutes ((R)-5-(4-fluorophenyl)dihydrofuran-2(3H)-one (685 mg, 3.8 mmol) as a solution in 4 mL THF. After the reaction mixture was stirred for 30 min at −70° C. a pre-cooled solution of (4-Iodo-but-2-enyloxymethyl)-benzene (1.3 g, 4.6 mmol) in 4 mL of THF was slowly added. The resulting mixture was stirred at −70° C. for 1 h and the temperature was slowly rai... Starting materials: ClCCCOC(=O)N1CC(C(C1)N(C)CC1=CC(=C(C=C1)C(F)(F)F)F)C1=CC(=C(C=C1)Cl)Cl ((3SR,4RS)-3-(3,4-dichloro-phenyl)-4-[(3-fluoro-4-trifluoromethyl-benzyl)-methyl-amino]-pyrrolidine-1-carboxylic acid 3-chloro-propyl ester), [C-]#N.[K+] (potassium cyanide), 6-ether. Run in CN(C)C=O (DMF). Conditions: temperature 40 celsius, time 8 hour. Product: C(#N)CCCOC(=O)N1CC(C(C1)N(C)CC1=CC(=C(C=C1)C(F)(F)F)F)C1=CC(=C(C=C1)Cl)Cl ((3SR,4RS)-3-(3,4-Dichloro-phenyl)-4-[(3-fluoro-4-trifluoromethyl-benzyl)-methyl-amino]-pyrrolidine-1-carboxylic acid 3-cyano-propyl ester). The yield is 49.7%. As a reaction SMILES: Cl[CH2:2][CH2:3][CH2:4][O:5][C:6]([N:8]1[CH2:12][CH:11]([N:13]([CH2:15][C:16]2[CH:21]=[CH:20][C:19]([C:22]([F:25])([F:24])[F:23])=[C:18]([F:26])[CH:17]=2)[CH3:14])[CH:10]([C:27]2[CH:32]=[CH:31][C:30]([Cl:33])=[C:29]([Cl:34])[CH:28]=2)[CH2:9]1)=[O:7].[C-:35]#[N:36].[K+]>CN(C=O)C>[C:35]([CH2:2][CH2:3][CH2:4][O:5][C:6]([N:8]1[CH2:12][CH:11]([N:13]([CH2:15][C:16]2[CH:21]=[CH:20][C:19]([C:22]([F:23])([F:24])[F:25])=[C:18]([F:26])[CH:17]=2)[CH3:14])[CH:10]([C:27]2[CH:32]=[CH:31][C:30]([Cl:33])=[C:29]([Cl:34])[CH:28]=2)[CH2:9]1)=[O:7])#[N:36] |f:1.2|. Procedure: To a stirred solution of (3SR,4RS)-3-(3,4-dichloro-phenyl)-4-[(3-fluoro-4-trifluoromethyl-benzyl)-methyl-amino]-pyrrolidine-1-carboxylic acid 3-chloro-propyl ester (XVI-1) (40 mg, 0.068 mmol) in DMF (2 ml) was added potassium cyanide (5.0 mg, 0.077 mmol) and 18 crown 6-ether (18 mg, 0.068 mmol). The reaction mixture was stirred at 40° C. overnight, concentrated under vacuo. The product was purified by preparation HPLC to yield 18 mg (45%) of the title product as a colorless oil. ES-MS m/e: 532.1... Starting materials: CCOC(=O)c1cnc(N2CCN(c3cc(Cl)ncn3)C(C)C2)c(Cl)c1, OB(O)c1ccc(F)c(Cl)c1, [K+], [K+], [K+], C1COCCO1, O=P([O-])([O-])[O-], c1ccc(P(c2ccccc2)(c2ccccc2)[Pd](P(c2ccccc2)(c2ccccc2)c2ccccc2)(P(c2ccccc2)(c2ccccc2)c2ccccc2)P(c2ccccc2)(c2ccccc2)c2ccccc2)cc1. Product: CCOC(=O)c1cnc(N2CCN(c3cc(-c4ccc(F)c(Cl)c4)ncn3)C(C)C2)c(Cl)c1. As a reaction SMILES: [CH2:1]([CH3:2])[O:3][C:4]([c:5]1[cH:6][n:7][c:8]([N:12]2[CH2:13][CH:14]([CH3:25])[N:15]([c:18]3[n:19][cH:20][n:21][c:22]([Cl:24])[cH:23]3)[CH2:16][CH2:17]2)[c:9]([Cl:11])[cH:10]1)=[O:26].[Cl:27][c:28]1[cH:29][c:30]([B:35]([OH:36])[OH:37])[cH:31][cH:32][c:33]1[F:34].[K+:43].[K+:44].[K+:45].[O:46]1[CH2:47][CH2:48][O:49][CH2:50][CH2:51]1.[P:38]([O-:39])([O-:40])([O-:41])=[O:42].[cH:52]1[cH:53][cH:54][c:55]([P:56]([Pd:57]([P:58]([c:59]2[cH:60][cH:61][cH:62][cH:63][cH:64]2)([c:65]2[cH:66][cH:67][cH:68][cH:69][cH:70]2)[c:71]2[cH:72][cH:73][cH:74][cH:75][cH:76]2)([P:77]([c:78]2[cH:79][cH:80][cH:81][cH:82][cH:83]2)([c:84]2[cH:85][cH:86][cH:87][cH:88][cH:89]2)[c:90]2[cH:91][cH:92][cH:93][cH:94][cH:95]2)[P:96]([c:97]2[cH:98][cH:99][cH:100][cH:101][cH:102]2)([c:103]2[cH:104][cH:105][cH:106][cH:107][cH:108]2)[c:109]2[cH:110][cH:111][cH:112][cH:113][cH:114]2)([c:115]2[cH:116][cH:117][cH:118][cH:119][cH:120]2)[c:121]2[cH:122][cH:123][cH:124][cH:125][cH:126]2)[cH:127][cH:128]1>>[CH2:1]([CH3:2])[O:3][C:4]([c:5]1[cH:6][n:7][c:8]([N:12]2[CH2:13][CH:14]([CH3:25])[N:15]([c:18]3[n:19][cH:20][n:21][c:22](-[c:30]4[cH:29][c:28]([Cl:27])[c:33]([F:34])[cH:32][cH:31]4)[cH:23]3)[CH2:16][CH2:17]2)[c:9]([Cl:11])[cH:10]1)=[O:26].